describe an organic reaction: reactants, conditions, products, and yield From a dataset of the Open Reaction Database (ORD), a public repository of structured organic reaction records. Starting materials: ClC=1C=C(CCl)C=CC1Cl (3,4-dichlorobenzyl chloride), NCCCO (3-Aminopropanol), C([O-])([O-])=O.[K+].[K+] (potassium carbonate). Run in CN(C)C=O (DMF). Conditions: time 8 hour. The product is ClC=1C=C(CNCCCO)C=CC1Cl (3-(3,4-Dichlorobenzylamino)propanol). Isolated yield 21.6%. Reaction SMILES: [NH2:1][CH2:2][CH2:3][CH2:4][OH:5].[Cl:6][C:7]1[CH:8]=[C:9]([CH:12]=[CH:13][C:14]=1[Cl:15])[CH2:10]Cl.C(=O)([O-])[O-].[K+].[K+]>CN(C=O)C>[Cl:6][C:7]1[CH:8]=[C:9]([CH:12]=[CH:13][C:14]=1[Cl:15])[CH2:10][NH:1][CH2:2][CH2:3][CH2:4][OH:5] |f:2.3.4|. Procedure details: 3-Aminopropanol (1.5 g, 20 mmol) was dissolved in dry DMF and treated with 3,4-dichlorobenzyl chloride (2.62 ml, 19 mmol) followed by anhydrous potassium carbonate (1.38 g, 10 mmol). The reaction mixture was stirred at room temperature overnight. The mixture was partitioned between 1M HCl and dichloromethane, the layers separated and the aqueous phase washed with dichloromethane. The aqueous phase was adjusted to pH 12 with 1M NaOH, and extracted with dichloromethane. The organic extract was dri... Starting materials: CC1=CC(=NC=C1)NC1=CC=CC(=N1)C1=CN=C(O1)C=CC1=CC=C(C#N)C=C1 (4-(2-{5-[6-(4-methyl-pyridin-2-ylamino)-pyridin-2-yl]-oxazol-2-yl}-vinyl)-benzonitrile). The reagents and catalysts are [Pd] (palladium on activated carbon), catalyst. Run in CO (MeOH), C(Cl)Cl (DCM). Run at time 24 hour. Product: CC1=CC(=NC=C1)NC1=CC=CC(=N1)C1=CN=C(O1)CCC1=CC=C(C#N)C=C1 (4-(2-{5-[6-(4-Methyl-pyridin-2-ylamino)-pyridin-2-yl]-oxazol-2-yl}-ethyl)-benzonitrile). The yield is 44.4%. Reaction SMILES: [CH3:1][C:2]1[CH:7]=[CH:6][N:5]=[C:4]([NH:8][C:9]2[N:14]=[C:13]([C:15]3[O:19][C:18]([CH:20]=[CH:21][C:22]4[CH:29]=[CH:28][C:25]([C:26]#[N:27])=[CH:24][CH:23]=4)=[N:17][CH:16]=3)[CH:12]=[CH:11][CH:10]=2)[CH:3]=1>[Pd].CO.C(Cl)Cl>[CH3:1][C:2]1[CH:7]=[CH:6][N:5]=[C:4]([NH:8][C:9]2[N:14]=[C:13]([C:15]3[O:19][C:18]([CH2:20][CH2:21][C:22]4[CH:23]=[CH:24][C:25]([C:26]#[N:27])=[CH:28][CH:29]=4)=[N:17][CH:16]=3)[CH:12]=[CH:11][CH:10]=2)[CH:3]=1. Reported procedure: A mixture of the 4-(2-{5-[6-(4-methyl-pyridin-2-ylamino)-pyridin-2-yl]-oxazol-2-yl}-vinyl)-benzonitrile (72 mg, 0.189 mmol) and 10% palladium on activated carbon (27 mg) in MeOH and DCM (10 ml each) was stirred vigorously under an atmosphere of hydrogen at ambient temperature and pressure for 24 h. Further catalyst (27 mg) was added and the mixture stirred for a further 18 h. The mixture was filtered and evaporated under reduced pressure before trituration from DCM/pentane to afford the title co...